This data is from the Open Reaction Database (ORD), a public repository of structured organic reaction records. The task is: describe an organic reaction: reactants, conditions, products, and yield Reactants: CI, CN(C)C=O, CCOC(C)=O, [H-], O=[N+]([O-])c1ccc2cc[nH]c2c1, [Na+], O. Product: Cn1ccc2ccc([N+](=O)[O-])cc21. Reaction SMILES: [CH3:15][I:16].[CH3:18][N:19]([CH3:20])[CH:21]=[O:22].[CH3:23][CH2:24][O:25][C:26](=[O:27])[CH3:28].[H-:13].[N+:1](=[O:2])([O-:3])[c:4]1[cH:5][cH:6][c:7]2[cH:8][cH:9][nH:10][c:11]2[cH:12]1.[Na+:14].[OH2:17]>>[N+:1](=[O:2])([O-:3])[c:4]1[cH:5][cH:6][c:7]2[cH:8][cH:9][n:10]([CH3:15])[c:11]2[cH:12]1. The product is COC=1C=C(C=CC1)C=1N(C=2C(=NC=C(C2)C2=CC=CC=C2)N1)CC(=O)O ([2-(3-methoxyphenyl)-6-phenyl-1H-imidazo[4,5-b]pyridin-1-yl]acetic acid). Solvent: C(C)(=O)OCC (ethyl acetate). The yield is 71.4%. Procedure details: To tert-butyl [2-(3-methoxyphenyl)-6-phenyl-1H-imidazo[4,5-b]pyridin-1-yl]acetate (209 mg) was added a solution of 4 N hydrogen chloride in ethyl acetate (8.0 ml), and the mixture was stirred at room temperature for 5 hours to hydrolyze. The reaction mixture was poured into water and extracted with ethyl acetate. The organic layer was washed with water and dried over MgSO4, and the solvent was distilled off under reduced pressure. The resulting crystals were collected by filtration to obtain [2-... Reactants: COC=1C=C(C=CC1)C=1N(C=2C(=NC=C(C2)C2=CC=CC=C2)N1)CC(=O)OC(C)(C)C (tert-butyl [2-(3-methoxyphenyl)-6-phenyl-1H-imidazo[4,5-b]pyridin-1-yl]acetate), Cl (hydrogen chloride), O (water). Conditions: time 5 hour. RXN SMILES: [CH3:1][O:2][C:3]1[CH:4]=[C:5]([C:9]2[N:10]([CH2:24][C:25]([O:27]C(C)(C)C)=[O:26])[C:11]3[C:12]([N:23]=2)=[N:13][CH:14]=[C:15]([C:17]2[CH:22]=[CH:21][CH:20]=[CH:19][CH:18]=2)[CH:16]=3)[CH:6]=[CH:7][CH:8]=1.Cl.O>C(OCC)(=O)C>[CH3:1][O:2][C:3]1[CH:4]=[C:5]([C:9]2[N:10]([CH2:24][C:25]([OH:27])=[O:26])[C:11]3[C:12]([N:23]=2)=[N:13][CH:14]=[C:15]([C:17]2[CH:22]=[CH:21][CH:20]=[CH:19][CH:18]=2)[CH:16]=3)[CH:6]=[CH:7][CH:8]=1. Reactants: ClC1=CC=C(C=C1)CC(C(C)=O)C1=CC=CC=C1 (4-(4-Chlorophenyl)-3-phenyl-2-butanone), [BH4-].[Na+] (sodium borohydride). Solvent: CO (methanol). Reaction conditions: temperature 0 celsius, time 30 minute. Yields the product ClC1=CC=C(C=C1)CC(C(C)O)C1=CC=CC=C1 (4-(4-Chlorophenyl)-3-phenyl-2-butanol). Reaction SMILES: [Cl:1][C:2]1[CH:7]=[CH:6][C:5]([CH2:8][CH:9]([C:13]2[CH:18]=[CH:17][CH:16]=[CH:15][CH:14]=2)[C:10](=[O:12])[CH3:11])=[CH:4][CH:3]=1.[BH4-].[Na+]>CO>[Cl:1][C:2]1[CH:3]=[CH:4][C:5]([CH2:8][CH:9]([C:13]2[CH:14]=[CH:15][CH:16]=[CH:17][CH:18]=2)[CH:10]([OH:12])[CH3:11])=[CH:6][CH:7]=1 |f:1.2|. Reported procedure: To a solution of 4-(4-chlorophenyl)-3-phenyl-2-butanone (Step D, 13 g, 50 mmol) in methanol (100 mL) at 0° C. was added sodium borohydride (3.8 g, 100 mmol). After stirring at 0° C. for 30 min, the reaction was quenched by adding 2 M hydrochloric acid (50 mL). The volatile materials were removed by concentrating on a rotary evaporator and the residue partitioned between water (100 mL) and ethyl acetate (200 mL). The organic layer was separated and the aqueous layer extracted with ethyl acetate (... The reactants are BrC=1SC=CC1C1(CN(CC1)C(=O)OC(C)(C)C)O (tert-butyl 3-(2-bromothiophen-3-yl)-3-hydroxypyrrolidine-1-carboxylate), OC1=C(C=CC=C1)B(O)O (2-hydroxyphenylboronic acid), C(=O)([O-])[O-].[Na+].[Na+] (Na2CO3). Reagents/catalysts: CC(=O)[O-].CC(=O)[O-].[Pd+2] (Pd(OAc)2), C1=CC=C(C=C1)P(C2=CC=CC=C2)C3=CC=CC=C3 (Ph3P). Solvent: O1CCOCC1 (dioxane), O (water). Product: OC1(CN(CC1)C(=O)OC(C)(C)C)C1=C(SC=C1)C1=C(C=CC=C1)O (tert-butyl 3-hydroxy-3-(2-(2-hydroxyphenyl)thiophen-3-yl)pyrrolidine-1-carboxylate). Isolated yield 88.2%. RXN SMILES: Br[C:2]1[S:3][CH:4]=[CH:5][C:6]=1[C:7]1([OH:19])[CH2:11][CH2:10][N:9]([C:12]([O:14][C:15]([CH3:18])([CH3:17])[CH3:16])=[O:13])[CH2:8]1.[OH:20][C:21]1[CH:26]=[CH:25][CH:24]=[CH:23][C:22]=1B(O)O.C([O-])([O-])=O.[Na+].[Na+]>O1CCOCC1.O.CC([O-])=O.CC([O-])=O.[Pd+2].C1C=CC(P(C2C=CC=CC=2)C2C=CC=CC=2)=CC=1>[OH:19][C:7]1([C:6]2[CH:5]=[CH:4][S:3][C:2]=2[C:22]2[CH:23]=[CH:24][CH:25]=[CH:26][C:21]=2[OH:20])[CH2:11][CH2:10][N:9]([C:12]([O:14][C:15]([CH3:18])([CH3:17])[CH3:16])=[O:13])[CH2:8]1 |f:2.3.4,7.8.9|. Procedure: A mixture of tert-butyl 3-(2-bromothiophen-3-yl)-3-hydroxypyrrolidine-1-carboxylate (5 g, 13.8 mmol), Pd(OAc)2 (31 mg, 0.14 mmol), Ph3P (147 mg, 0.42 mmol), 2-hydroxyphenylboronic acid (1.74 g, 27.6 mmol) and Na2CO3 (2.9 g, 27.6 mmol) in dioxane (10 mL) and water (10 mL) was refluxed under N2 for 3 h. After the reaction was cooled to room temperature, the reaction mixture was extracted with EtOAc several times. The combined organic layers were washed with brine, and dried over anhydrous Na2SO4. ... Starting materials: N([C@@H](CCC(N)=O)C(=O)O)C(=O)OCC1=CC=CC=C1 (Z-Gln), N[C@@H](CCC(O)=O)C(=O)O (Glu), N[C@@H](CCC)C(=O)O (NorVal), N[C@@H](CCS(=O)C)C(=O)O (Met(O)), N[C@H](CCC(O)=O)C(=O)O (D-Glu), N[C@@H](CC(N)=O)C(=O)O (Asn), N[C@@H](CC(C(O)=O)C(=S)N)C(=O)O (Glu(γCS—NH2)), N[C@H](CCC(N)=O)C(=O)O (D-Gln), N[C@@H](CS)C(=O)O (Cys), Glu(γ-cyano). The product is N[C@@H](CCC(N)=O)C(=O)O (Gln). RXN SMILES: [NH:1](C(OCC1C=CC=CC=1)=O)[C@H:2]([C:8]([OH:10])=[O:9])[CH2:3][CH2:4][C:5](=[O:7])[NH2:6].N[C@@H](C(O)=O)CCC(=O)N.N[C@H](C(O)=O)CS.N[C@H](C(O)=O)CCS(C)=O.N[C@H](C(O)=O)CCC(=O)O.N[C@H](C(O)=O)CC(C(N)=S)C(=O)O.N[C@@H](C(O)=O)CCC(=O)O.N[C@H](C(O)=O)CC(=O)N.N[C@H](C(O)=O)CCC>>[NH2:1][C@H:2]([C:8]([OH:10])=[O:9])[CH2:3][CH2:4][C:5](=[O:7])[NH2:6]. Reported procedure: Z-Gln, D-Gln, Pro, Cys (S—CONH2), Met(O), Glu, Glu(γ-cyano), Glu(γCS—NH2), D-Glu, Asn, NorVal